From a dataset of the Open Reaction Database (ORD), a public repository of structured organic reaction records. describe an organic reaction: reactants, conditions, products, and yield Starting materials: C#C[Si](C)(C)C, CCOC(C)=O, CCN(C(C)C)C(C)C, [Cu]I, Cc1ccc(C(=O)Nc2ccc(CN3CCN(C)CC3)c(C(F)(F)F)c2)cc1I, CN(C)C=O, O. Product: Cc1ccc(C(=O)Nc2ccc(CN3CCN(C)CC3)c(C(F)(F)F)c2)cc1C#C[Si](C)(C)C. RXN SMILES: [CH3:44][Si:45]([CH3:46])([CH3:47])[C:48]#[CH:49].[CH3:52][CH2:53][O:54][C:55]([CH3:56])=[O:57].[CH:30]([N:31]([CH2:32][CH3:33])[CH:34]([CH3:35])[CH3:36])([CH3:37])[CH3:38].[Cu:50][I:51].[I:1][c:2]1[cH:3][c:4]([C:5](=[O:6])[NH:7][c:8]2[cH:9][c:10]([C:22]([F:23])([F:24])[F:25])[c:11]([CH2:14][N:15]3[CH2:16][CH2:17][N:18]([CH3:21])[CH2:19][CH2:20]3)[cH:12][cH:13]2)[cH:26][cH:27][c:28]1[CH3:29].[O:39]=[CH:40][N:41]([CH3:42])[CH3:43].[OH2:58]>>[c:2]1([C:49]#[C:48][Si:45]([CH3:44])([CH3:46])[CH3:47])[cH:3][c:4]([C:5](=[O:6])[NH:7][c:8]2[cH:9][c:10]([C:22]([F:23])([F:24])[F:25])[c:11]([CH2:14][N:15]3[CH2:16][CH2:17][N:18]([CH3:21])[CH2:19][CH2:20]3)[cH:12][cH:13]2)[cH:26][cH:27][c:28]1[CH3:29].